Dataset: the Open Reaction Database (ORD), a public repository of structured organic reaction records. Task: describe an organic reaction: reactants, conditions, products, and yield The product is C(C(O)CC(=O)O)(=O)O (malic acid). Procedure: The following solutions were prepared: 1 μL of 1M potassium ferricyanide aqueous solution obtained by dissolving potassium ferricyanide (manufactured by Wako Pure Chemical Industries, Ltd.) in pure water; 6.7 μL of 1000 U/mL diaphorase solution obtained by dissolving diaphorase (manufactured by UNITIKA LTD.) in 50 mM phosphate buffer (pH 7.5); 7.8 μL of 4M sodium malate aqueous solution obtained by dissolving sodium malate (manufactured by Wako Pure Chemical Industries, Ltd.) in pure water; 7.8 ... Reactants: C(C(O)CC(=O)[O-])(=O)[O-].[Na+].[Na+] (sodium malate). The solvent is O (water). RXN SMILES: [C:1]([O-:9])(=[O:8])[CH:2]([CH2:4][C:5]([O-:7])=[O:6])[OH:3].[Na+].[Na+]>O>[C:1]([OH:9])(=[O:8])[CH:2]([CH2:4][C:5]([OH:7])=[O:6])[OH:3] |f:0.1.2|. The reactants are C(C)(C)(C)OC(=O)CN1C(=O)C(CC2=CC=CC=C12)N (1-t-butoxycarbonylmethyl-3-aminodihydro carbostyril), C(C)(C)(C)OC(=O)CN1C(=O)C(CC2=CC=CC=C12)N (1-t-butoxycarbonylmethyl-3-aminodihydro carbostyril), CN(C1=CC=C(C(=O)O)C=C1)C (4-dimethylaminobenzoic acid), ON1N=NC2=C1C=CC=C2 (1-hydroxybenzotriazole), C1(CCCCC1)N=C=NC1CCCCC1 (dicyclohexylcarbodiimide). Yields the product C(C)(C)(C)OC(=O)CN1C(=O)C(CC2=CC=CC=C12)NC(C1=CC=C(C=C1)N(C)C)=O (1-t-butoxycarbonylmethyl-3-(4-dimethylaminobenzoyl)aminodihydrocarbostyril). Yield: 43.5%. Reaction SMILES: [C:1]([O:5][C:6]([CH2:8][N:9]1[C:19]2[C:14](=[CH:15][CH:16]=[CH:17][CH:18]=2)[CH2:13][CH:12]([NH2:20])[C:10]1=[O:11])=[O:7])([CH3:4])([CH3:3])[CH3:2].[CH3:21][N:22]([CH3:32])[C:23]1[CH:31]=[CH:30][C:26]([C:27](O)=[O:28])=[CH:25][CH:24]=1.ON1C2C=CC=CC=2N=N1.C1(N=C=NC2CCCCC2)CCCCC1>>[C:1]([O:5][C:6]([CH2:8][N:9]1[C:19]2[C:14](=[CH:15][CH:16]=[CH:17][CH:18]=2)[CH2:13][CH:12]([NH:20][C:27](=[O:28])[C:26]2[CH:25]=[CH:24][C:23]([N:22]([CH3:21])[CH3:32])=[CH:31][CH:30]=2)[C:10]1=[O:11])=[O:7])([CH3:4])([CH3:2])[CH3:3]. Procedure details: The title compound (0.2 gm) was prepared from 0.3 gm of 1-t-butoxycarbonylmethyl-3-aminohomodihydrocarbostyril (Example 2, Compound B), 0.19 gm of 4-dimethylaminobenzoic acid, 0.15 gm of 1-hydroxybenzotriazole and 0.23 gm of dicyclohexylcarbodiimide by a procedure analogous to the one employed in Example 10. Reactants: CCCCC1=NNC(C)(C)C1c1ccccc1, CCN(C(C)C)C(C)C, O=C(Cl)OC(Cl)(Cl)Cl, ClCCl. Yields the product CCCCC1=NN(C(=O)Cl)C(C)(C)C1c1ccccc1. Reaction SMILES: [CH2:1]([CH2:2][CH2:3][CH3:4])[C:5]1=[N:6][NH:7][C:8]([CH3:16])([CH3:17])[CH:9]1[c:10]1[cH:11][cH:12][cH:13][cH:14][cH:15]1.[CH:18]([N:19]([CH2:20][CH3:21])[CH:22]([CH3:23])[CH3:24])([CH3:25])[CH3:26].[Cl:27][C:28](=[O:29])[O:30][C:31]([Cl:32])([Cl:33])[Cl:34].[Cl:35][CH2:36][Cl:37]>>[CH2:1]([CH2:2][CH2:3][CH3:4])[C:5]1=[N:6][N:7]([C:28]([Cl:27])=[O:29])[C:8]([CH3:16])([CH3:17])[CH:9]1[c:10]1[cH:11][cH:12][cH:13][cH:14][cH:15]1.